This data is from the Open Reaction Database (ORD), a public repository of structured organic reaction records. The task is: describe an organic reaction: reactants, conditions, products, and yield Reactants: C(CCC(=O)O)(=O)O (succinic acid), C1=CC=CC2=CC=CC=C12 (napthalene), C(\C=C/C(=O)O)(=O)O (maleic acid), C=1C=CC2=C(C1)C(=O)C=CC2=O (napthoquinone), C(C=1C(C(=O)O)=CC=CC1)(=O)O (phthalic acid), C=1C=CC2=C(C1)C(=O)C=CC2=O (napthoquinone). The reagents and catalysts are [O-2].[O-2].[O-2].[O-2].[O-2].[V+5].[V+5] (vanadium pentoxide). Product: C1(C=2C(C(=O)O1)=CC=CC2)=O (phthalic anhydride). Isolated yield 99.0%. RXN SMILES: C1C2C(=CC=CC=2)C=CC=1.C1C=CC2C(=O)C=CC(=O)C=2C=1.[C:23]([OH:34])(=[O:33])[C:24]1[C:25](=[CH:29][CH:30]=[CH:31][CH:32]=1)[C:26]([OH:28])=O.C(O)(=O)/C=C\C(O)=O.C(O)(=O)CCC(O)=O>[O-2].[O-2].[O-2].[O-2].[O-2].[V+5].[V+5]>[C:26]1(=[O:28])[O:34][C:23](=[O:33])[C:24]2=[CH:32][CH:31]=[CH:30][CH:29]=[C:25]12 |f:5.6.7.8.9.10.11|. Reported procedure: The optimum yield of phthalic anyhdride is produced in the temperature range of 360° ± 10° C, with temperatures over or under this range resulting in over or under oxidation, respectively, of the napthalene yielding undesirable products such as 1-4 napthoquinone, phthalic acid, maleic acid, succinic acid, etc. With a vanadium pentoxide catalyst structure made according to the present invention, a yield of 99% phthalic anhydride was obtained with only a slight trace of 1-4 napthoquinone. Througho... Starting materials: [N+](=O)([O-])C=1C=C(C=CC1[N+](=O)[O-])C (3,4-dinitrotoluene), CN.CO (methylamine methanol). The product is CNC=1C=C(C=CC1[N+](=O)[O-])C (3-(N-methylamino)-4-nitrotoluene). The yield is 96.0%. As a reaction SMILES: [N+:1]([C:4]1[CH:5]=[C:6]([CH3:13])[CH:7]=[CH:8][C:9]=1[N+:10]([O-:12])=[O:11])([O-])=O.[CH3:14]N.CO>>[CH3:14][NH:1][C:4]1[CH:5]=[C:6]([CH3:13])[CH:7]=[CH:8][C:9]=1[N+:10]([O-:12])=[O:11] |f:1.2|. Procedure: A solution of 9.10 g of 3,4-dinitrotoluene in 100 ml of 30% methylamine/methanol was reacted at 150° C. for 6 hours in a sealed tube. The reaction solution was concentrated under reduced pressure and the residue was subjected to silica gel column chromatography (200 g). Elution with ethyl acetate-hexane (1 : 3) gave 7.95 g (96%) of 3-(N-methylamino)-4-nitrotoluene. Starting materials: IC1=C(C(=C(C(=C1C(=O)NCCO)I)C(=O)NCC(CO)O)I)NC(=O)NC1=C(C(=C(C(=C1I)C(=O)NCC(CO)O)I)C(=O)NCCO)I (N,N'-Bis[2,4,6-triiodo-3-(2-hydroxyethylaminocarbonyl)-5-(2,3-dihydroxypropylaminocarbonyl)-phenyl]urea), BrCCO (2-bromoethanol). The solvent is O (water), [OH-].[Na+] (NaOH). Run at time 20 hour. Product: IC1=C(C(=C(C(=C1C(=O)NCCO)I)C(=O)NCC(CO)O)I)N(C(=O)NC1=C(C(=C(C(=C1I)C(=O)NCC(CO)O)I)C(=O)NCCO)I)CCO (N,N'-bis[2,4,6-triiodo-3-(2-hydroxyethylaminocarbonyl)-5-(2,3-dihydroxypropylaminocarbonyl)phenyl]-N-hydroxyethylurea). Isolated yield 47.0%. Reaction SMILES: [I:1][C:2]1[C:7]([C:8]([NH:10][CH2:11][CH2:12][OH:13])=[O:9])=[C:6]([I:14])[C:5]([C:15]([NH:17][CH2:18][CH:19]([OH:22])[CH2:20][OH:21])=[O:16])=[C:4]([I:23])[C:3]=1[NH:24][C:25]([NH:27][C:28]1[C:33]([I:34])=[C:32]([C:35]([NH:37][CH2:38][CH:39]([OH:42])[CH2:40][OH:41])=[O:36])[C:31]([I:43])=[C:30]([C:44]([NH:46][CH2:47][CH2:48][OH:49])=[O:45])[C:29]=1[I:50])=[O:26].Br[CH2:52][CH2:53][OH:54]>O.[OH-].[Na+]>[I:1][C:2]1[C:7]([C:8]([NH:10][CH2:11][CH2:12][OH:13])=[O:9])=[C:6]([I:14])[C:5]([C:15]([NH:17][CH2:18][CH:19]([OH:22])[CH2:20][OH:21])=[O:16])=[C:4]([I:23])[C:3]=1[N:24]([CH2:52][CH2:53][OH:54])[C:25]([NH:27][C:28]1[C:33]([I:34])=[C:32]([C:35]([NH:37][CH2:38][CH:39]([OH:42])[CH2:40][OH:41])=[O:36])[C:31]([I:43])=[C:30]([C:44]([NH:46][CH2:47][CH2:48][OH:49])=[O:45])[C:29]=1[I:50])=[O:26] |f:3.4|. Procedure: N,N'-Bis[2,4,6-triiodo-3-(2-hydroxyethylaminocarbonyl)-5-(2,3-dihydroxypropylaminocarbonyl)-phenyl]urea (0.216 g, 0.157 mmol) was dissolved in a mixture of water (6 ml) and 2 M aqueous NaOH (0.9 ml) together with 2-bromoethanol (0.067 ml). The mixture was stirred for 20 h, neutralized with a strongly acidic cation exchange resin and evaporated to dryness. Purification using preparative HPLC gave 105 mg (47%) of the product as a white solid. The reactants are C\C(=C/C(=O)[O-])\C=C\C=C(\C=C\C1=C(OC(=C1C)C)C)/C.[K+] (potassium (E,E,E,E)-3,7-dimethyl-9-(2,4,5-trimethyl-3-furyl)-2,4,6,8-nonatetraenoate), C\C(=C/C(=O)[O-])\C=C\C=C(\C=C\C1=C(OC(=C1C)C)C)/C.[Na+] (sodium (E,E,E,E)-3,7-dimethyl-9-(2,4,5-trimethyl-3-furyl)-2,4,6,8-nonatetraenoate). Yields the product C(C)OC(\C=C(\C=C\C=C(\C=C\C1=C(OC(=C1C)C)C)/C)/C)=O ((E,E,E,E)-3,7-dimethyl-9-(2,4,5-trimethyl-3-furyl)-2,4,6,8-nonatetraenoic acid ethyl ester). Reaction SMILES: [CH3:1]/[C:2](/[CH:7]=[CH:8]/[CH:9]=[C:10](\[CH3:21])/[CH:11]=[CH:12]/[C:13]1[C:17]([CH3:18])=[C:16]([CH3:19])[O:15][C:14]=1[CH3:20])=[CH:3]\[C:4]([O-:6])=[O:5].[K+].[CH3:23]/[C:24](/C=C/C=C(\C)/C=C/C1C(C)=C(C)OC=1C)=C\C([O-])=O.[Na+]>>[CH2:23]([O:5][C:4](=[O:6])/[CH:3]=[C:2](\[CH3:1])/[CH:7]=[CH:8]/[CH:9]=[C:10](\[CH3:21])/[CH:11]=[CH:12]/[C:13]1[C:17]([CH3:18])=[C:16]([CH3:19])[O:15][C:14]=1[CH3:20])[CH3:24] |f:0.1,2.3|. Procedure: In a manner similar to that described in Example 11 potassium (E,E,E,E)-3,7-dimethyl-9-(2,4,5-trimethyl-3-furyl)-2,4,6,8-nonatetraenoate m.p. 200°-250° decomposition and sodium (E,E,E,E)-3,7-dimethyl-9-(2,4,5-trimethyl-3-furyl)-2,4,6,8-nonatetraenoate m.p. 210°-260° with decomposition were formed from (E,E,E,E)-3,7-dimethyl-9-(2,4,5-trimethyl-3-furyl)-2,4,6,8-nonatetraenoic acid ethyl ester. Starting materials: ClC=1C=CC(=C(CN2C3=C(NCC2)N=CC(=C3)C3=CC=C(C(=O)O)C=C3)C1)C(F)(F)F (4-{1-[5-chloro-2-(trifluoromethyl)benzyl]-1,2,3,4-tetrahydropyrido[2,3-b]pyrazin-7-yl}benzoic acid), N1CCC(CC1)N1C(NC2=C1C=CC=C2)=O (1,3-dihydro-1-(4-piperidinyl)benzoimidazol-2-one). Yields the product ClC=1C=CC(=C(CN2C3=C(NCC2)N=CC(=C3)C3=CC=C(C(=O)N2CCC(CC2)N2C(NC4=C2C=CC=C4)=O)C=C3)C1)C(F)(F)F (1-[1-(4-{1-[5-Chloro-2-(trifluoromethyl)benzyl]-1,2,3,4-tetrahydropyrido[2,3-b]pyrazin-7-yl}benzoyl)piperidin-4-yl]-1,3-dihydrobenzoimidazol-2-one). Reaction SMILES: [Cl:1][C:2]1[CH:3]=[CH:4][C:5]([C:28]([F:31])([F:30])[F:29])=[C:6]([CH:27]=1)[CH2:7][N:8]1[CH2:13][CH2:12][NH:11][C:10]2[N:14]=[CH:15][C:16]([C:18]3[CH:26]=[CH:25][C:21]([C:22](O)=[O:23])=[CH:20][CH:19]=3)=[CH:17][C:9]1=2.[NH:32]1[CH2:37][CH2:36][CH:35]([N:38]2[C:42]3[CH:43]=[CH:44][CH:45]=[CH:46][C:41]=3[NH:40][C:39]2=[O:47])[CH2:34][CH2:33]1>>[Cl:1][C:2]1[CH:3]=[CH:4][C:5]([C:28]([F:31])([F:29])[F:30])=[C:6]([CH:27]=1)[CH2:7][N:8]1[CH2:13][CH2:12][NH:11][C:10]2[N:14]=[CH:15][C:16]([C:18]3[CH:19]=[CH:20][C:21]([C:22]([N:32]4[CH2:33][CH2:34][CH:35]([N:38]5[C:42]6[CH:43]=[CH:44][CH:45]=[CH:46][C:41]=6[NH:40][C:39]5=[O:47])[CH2:36][CH2:37]4)=[O:23])=[CH:25][CH:26]=3)=[CH:17][C:9]1=2. Reported procedure: 4-{1-[5-chloro-2-(trifluoromethyl)benzyl]-1,2,3,4-tetrahydropyrido[2,3-b]pyrazin-7-yl}benzoic acid was reacted with 1,3-dihydro-1-(4-piperidinyl)benzoimidazol-2-one as in General Procedure 10 to give the title compound. LCMS: m/z=647.03 (M+H+); retention time=0.81 minutes. Reactants: CNC(=O)C1=CC(OC2=C1C=C(C=C2)[N+](=O)[O-])(C)C (N-methyl-6-nitro-2,2-dimethyl-2H-1-benzopyran-4-carboxamide), COC=1C=CC(=CC1)P2(=S)SP(=S)(S2)C=3C=CC(=CC3)OC (Lawesson's reagent). The solvent is C1=CC=CC=C1 (benzene). The product is CNC(=S)C1=CC(OC2=C1C=C(C=C2)[N+](=O)[O-])(C)C (N-methyl-6-nitro-2,2-dimethyl-2H-1-benzopyran-4-carbothioamide). Isolated yield 165.1%. RXN SMILES: [CH3:1][NH:2][C:3]([C:5]1[C:10]2[CH:11]=[C:12]([N+:15]([O-:17])=[O:16])[CH:13]=[CH:14][C:9]=2[O:8][C:7]([CH3:19])([CH3:18])[CH:6]=1)=O.COC1C=CC(P2(SP(C3C=CC(OC)=CC=3)(=S)S2)=[S:29])=CC=1>C1C=CC=CC=1>[CH3:1][NH:2][C:3]([C:5]1[C:10]2[CH:11]=[C:12]([N+:15]([O-:17])=[O:16])[CH:13]=[CH:14][C:9]=2[O:8][C:7]([CH3:19])([CH3:18])[CH:6]=1)=[S:29]. Reported procedure: A mixture of 5.26 g of N-methyl-6-nitro-2,2-dimethyl-2H-1-benzopyran-4-carboxamide prepared in accordance with Example 10-(3), 4.26 g of Lawesson's reagent, and 20 ml of benzene was heated at reflux for 1.5 hours. The reaction mixture was concentrated under reduced pressure, and the residue was subjected to silica gel column chromato- graphy (developing solution: methylene chloride) and then recrystallized from a mixture of ethyl acetate and n-hexane to obtain 4.84 g of N-methyl-6-nitro-2,2-dime...